From a dataset of the Open Reaction Database (ORD), a public repository of structured organic reaction records. describe an organic reaction: reactants, conditions, products, and yield Reactants: C(C)OC(CC(=O)NC1=CC=C(C=C1)C(NO)=N)=O (N-[4-(N-hydroxycarbamimidoyl)-phenyl]-malonamic acid ethyl ester), C(=O)[O-].[NH4+] (ammonium formiate). Run in C(C)(=O)O (acetic acid). Conditions: time 5 hour. Yields the product C(N)(=N)C1=CC=C(C=C1)NC(CC(=O)O)=O (N-(4-Carbamimidoyl-phenyl)-malonamic acid). RXN SMILES: C([O:3][C:4](=[O:19])[CH2:5][C:6]([NH:8][C:9]1[CH:14]=[CH:13][C:12]([C:15](=[NH:18])[NH:16]O)=[CH:11][CH:10]=1)=[O:7])C.C([O-])=O.[NH4+]>C(O)(=O)C>[C:15]([C:12]1[CH:11]=[CH:10][C:9]([NH:8][C:6](=[O:7])[CH2:5][C:4]([OH:19])=[O:3])=[CH:14][CH:13]=1)(=[NH:16])[NH2:18] |f:1.2|. Reported procedure: To a solution of N-[4-(N-hydroxycarbamimidoyl)-phenyl]-malonamic acid ethyl ester (16.9 g, 63.41 mmol) and ammonium formiate (20.0 g, 317.1 mmol) in glacial acetic acid (400 ml) Pd/C, 10% (675 mg) was added. The suspension was stirred for 5 h under reflux. The reaction mixture was filtered through celite and evaporated. The crude product was dissolved in ethanol (400 ml) and treated with an aqueous solution of sodium hydroxide (2 M, 300 ml). The reaction mixture was stirred for 4 h at RT and the...